describe an organic reaction: reactants, conditions, products, and yield From a dataset of the Open Reaction Database (ORD), a public repository of structured organic reaction records. Reactants: Cl (hydrogen chloride), aqueous solution, [OH-].[Na+] (sodium hydroxide), C(C)C1=C(C(=C(C=C1O)O)C(C1=CC=C(C=C1)OC)=O)CC(=O)OC (methyl 2-ethyl-3,5-dihydroxy-6-(4-methoxybenzoyl)phenylacetate). Solvent: CO (methanol). Reaction conditions: time 6 hour. Product: C(C)C1=C(C(=C(C=C1O)O)C(C1=CC=C(C=C1)OC)=O)CC(=O)O (2-ethyl-3,5-dihydroxy-6-(4-methoxybenzoyl)phenylacetic acid). Yield: 98.1%. RXN SMILES: [CH2:1]([C:3]1[C:8]([OH:9])=[CH:7][C:6]([OH:10])=[C:5]([C:11](=[O:20])[C:12]2[CH:17]=[CH:16][C:15]([O:18][CH3:19])=[CH:14][CH:13]=2)[C:4]=1[CH2:21][C:22]([O:24]C)=[O:23])[CH3:2].[OH-].[Na+].Cl>CO>[CH2:1]([C:3]1[C:8]([OH:9])=[CH:7][C:6]([OH:10])=[C:5]([C:11](=[O:20])[C:12]2[CH:13]=[CH:14][C:15]([O:18][CH3:19])=[CH:16][CH:17]=2)[C:4]=1[CH2:21][C:22]([OH:24])=[O:23])[CH3:2] |f:1.2|. Reported procedure: Compound 8 (0.18 g, 0.53 mmol) obtained in Example 8 was dissolved in methanol (1.5 mL), and a 2 mol/L aqueous solution of sodium hydroxide (1.5 mL) was added thereto. The mixture was stirred at room temperature for 6 hours, and then stirred at 50° C. for 1.5 hours. After cooling to room temperature, the reaction mixture was made acidic by addition of 4 mol/L hydrogen chloride (3.0 mL), followed by extraction with chloroform (50 mL×3). The organic layer was dried over anhydrous sodium sulfate an... Starting materials: Cl (hydrochloric acid), C(C1=CC=CC=C1)N1CC2CN(CC(C1)C2)CC2=CC=CC=C2 (3,7-dibenzyl-3.7-diazabicyclo[3.3.1]nonane), C(C1=CC=CC=C1)N1CC2CN(CC(C1)C2)CC2=CC=CC=C2 (3,7-dibenzyl-3.7-diazabicyclo[3.3.1]nonane). The reagents and catalysts are [Pd] (palladium on carbon). Solvent: C(C)O (ethanol). Product: C12CNCC(CNC1)C2 (3.7-Diazabicyclo[3.3.1]nonane). As a reaction SMILES: C([N:8]1[CH2:15][CH:14]2[CH2:16][CH:10]([CH2:11][N:12](CC3C=CC=CC=3)[CH2:13]2)[CH2:9]1)C1C=CC=CC=1.Cl>C(O)C.[Pd]>[CH:10]12[CH2:16][CH:14]([CH2:13][NH:12][CH2:11]1)[CH2:15][NH:8][CH2:9]2. Procedure details: Obtainable by catalytic hydrogenation of 3,7-dibenzyl-3.7-diazabicyclo[3.3.1]nonane. Hydrogenation is performed by stirring 3,7-dibenzyl-3.7-diazabicyclo[3.3.1]nonane in a mixture of ethanol, concentrated hydrochloric acid and palladium on carbon under an atmosphere of hydrogen. Starting materials: C(C1=CC=CC=C1)N1CC2C(C1)O2 (1-benzyl-3,4-epoxypyrrolidine), C1(=CC=CC=C1)S (thiophenol), tan solid. The reagents and catalysts are O (water). The product is C1(=CC=CC=C1)CN1C[C@H]([C@@H](C1)SC1=CC=CC=C1)O (Trans-1-Phenylmethyl-4-phenylthio-3-pyrrolidinol). RXN SMILES: [CH2:1]([N:8]1[CH2:12][CH:11]2[O:13][CH:10]2[CH2:9]1)[C:2]1[CH:7]=[CH:6][CH:5]=[CH:4][CH:3]=1.[C:14]1([SH:20])[CH:19]=[CH:18][CH:17]=[CH:16][CH:15]=1>O>[C:2]1([CH2:1][N:8]2[CH2:9][C@@H:10]([S:20][C:14]3[CH:19]=[CH:18][CH:17]=[CH:16][CH:15]=3)[C@H:11]([OH:13])[CH2:12]2)[CH:3]=[CH:4][CH:5]=[CH:6][CH:7]=1. Procedure details: A mixture of 8.8 g. (0.05 mole) of 1-benzyl-3,4-epoxypyrrolidine, 6.0 g. (0.055 mole) of thiophenol, and 3 drops of water was heated on a steam bath overnight. Upon cooling the mixture, a solid crystallized. The solid was dissolved in methylene chloride and the methylene chloride solution was washed with two 50-ml portions of 5% sodium hydroxide. The methylene chloride layer was dried over anhydrous sodium sulfate and concentrated to give a yellow oil which solidified on standing. The solid was ... The reactants are BrC=1C(=NC=NC1)NC=1C=NC(=CC1)OC (5-bromo-N-(6-methoxypyridin-3-yl)pyrimidin-4-amine), CC1=NC(=NC(=N1)SC)[Sn](CCCC)(CCCC)CCCC (2-methyl-4-(methylthio)-6-(tributylstannyl)-1,3,5-triazine), [F-].[Cs+] (cesium fluoride), C1CCOC1 (THF). The reagents and catalysts are [Cu]I (copper(I) iodide), C=1C=CC(=CC1)[P](C=2C=CC=CC2)(C=3C=CC=CC3)[Pd]([P](C=4C=CC=CC4)(C=5C=CC=CC5)C=6C=CC=CC6)([P](C=7C=CC=CC7)(C=8C=CC=CC8)C=9C=CC=CC9)[P](C=1C=CC=CC1)(C=1C=CC=CC1)C=1C=CC=CC1 (tetrakis(triphenylphosphine)palladium(0)). The solvent is O (water). Run at temperature 140 celsius. Yields the product COC1=CC=C(C=N1)NC1=NC=NC=C1C1=NC(=NC(=N1)C)SC (N-(6-methoxypyridin-3-yl)-5-(4-methyl-6-(methylthio)-1,3,5-triazin-2-yl)pyrimidin-4-amine). Isolated yield 53.7%. RXN SMILES: Br[C:2]1[C:3]([NH:8][C:9]2[CH:10]=[N:11][C:12]([O:15][CH3:16])=[CH:13][CH:14]=2)=[N:4][CH:5]=[N:6][CH:7]=1.[CH3:17][C:18]1[N:23]=[C:22]([S:24][CH3:25])[N:21]=[C:20]([Sn](CCCC)(CCCC)CCCC)[N:19]=1.[F-].[Cs+].C1COCC1>O.[Cu]I.C1C=CC([P]([Pd]([P](C2C=CC=CC=2)(C2C=CC=CC=2)C2C=CC=CC=2)([P](C2C=CC=CC=2)(C2C=CC=CC=2)C2C=CC=CC=2)[P](C2C=CC=CC=2)(C2C=CC=CC=2)C2C=CC=CC=2)(C2C=CC=CC=2)C2C=CC=CC=2)=CC=1>[CH3:16][O:15][C:12]1[N:11]=[CH:10][C:9]([NH:8][C:3]2[C:2]([C:20]3[N:19]=[C:18]([CH3:17])[N:23]=[C:22]([S:24][CH3:25])[N:21]=3)=[CH:7][N:6]=[CH:5][N:4]=2)=[CH:14][CH:13]=1 |f:2.3,^1:52,54,73,92|. Procedure details: A glass microwave reaction vessel was charged with 5-bromo-N-(6-methoxypyridin-3-yl)pyrimidin-4-amine (23 mg, 0.082 mmol), 2-methyl-4-(methylthio)-6-(tributylstannyl)-1,3,5-triazine (35.2 mg, 0.082 mmol), copper(I) iodide (15 mg, 0.082 mmol), cesium fluoride (206 mg, 0.82 mmol) and tetrakis(triphenylphosphine)palladium(0) (9.45 mg, 8.18 μmol) and THF (1 mL). The reaction mixture was stirred and heated in a Emrys Optimizer microwave reactor (Personal Chemistry, Biotage AB, Inc., Upssala, Sweden) ... RXN SMILES: [CH3:24][C:25]#[N:26].[Na+:23].[O:1]1[CH:2]2[CH2:3][N:4]([C:7](=[O:8])[O:9][CH2:10][C:11]([Cl:12])([Cl:13])[Cl:14])[CH2:5][CH:6]12.[OH-:22].[OH2:27].[OH:15][c:16]1[cH:17][cH:18][cH:19][cH:20][cH:21]1>>[OH:1][CH:2]1[CH2:3][N:4]([C:7](=[O:8])[O:9][CH2:10][C:11]([Cl:12])([Cl:13])[Cl:14])[CH2:5][CH:6]1[O:15][c:16]1[cH:17][cH:18][cH:19][cH:20][cH:21]1. Reactants: CC#N, [Na+], O=C(OCC(Cl)(Cl)Cl)N1CC2OC2C1, [OH-], O, Oc1ccccc1. Product: O=C(OCC(Cl)(Cl)Cl)N1CC(O)C(Oc2ccccc2)C1. Reactants: S1C(=NN=C1)SCC=1CS[C@H]2N(C1C(=O)O)C(C2NC(C(C=2N=C(SC2)NC(=O)OC(C)(C)CC)O)=O)=O (3-(1,3,4-thiadiazol-2-yl)thiomethyl-7-[2-hydroxy-2-(2-tert-pentyloxycarbonylamino-1,3-thiazol-4-yl)acetamido]-3-cephem-4-carboxylic acid), C(C)(=O)O (acetic acid), S1C(=NN=C1)SCC=1CS[C@H]2N(C1C(=O)O)C(C2NC(C(C=2NC(SC2)=NC(=O)OC(C)(C)CC)O)=O)=O (3-(1,3,4-thiadiazol-2-yl)thiomethyl-7-[2-hydroxy-2-(2-tert-pentyloxycarbonylimino-2,3-dihydro-1,3-thiazol-4-yl)acetamido]-3-cephem-4-carboxylic acid), C(=O)O (formic acid). Run in C([O-])(O)=O.[Na+] (sodium bicarbonate), C(C)(=O)[O-] (acetate). Conditions: time 2.5 hour. The product is S1C(=NN=C1)SCC=1CS[C@H]2N(C1C(=O)O)C(C2NC(C(C=2N=C(SC2)N)O)=O)=O (3-(1,3,4-thiadiazol-2-yl)thiomethyl-7-[2-hydroxy-2-(2-amino-1,3-thiazol-4-yl)acetamido]-3-cephem-4-carboxylic acid). As a reaction SMILES: [S:1]1[CH:5]=[N:4][N:3]=[C:2]1[S:6][CH2:7][C:8]1[CH2:9][S:10][C@@H:11]2[CH:18]([NH:19][C:20](=[O:37])[CH:21]([OH:36])[C:22]3[N:23]=[C:24]([NH:27]C(OC(CC)(C)C)=O)[S:25][CH:26]=3)[C:17](=[O:38])[N:12]2[C:13]=1[C:14]([OH:16])=[O:15].C(O)=O.C(O)(=O)C>C(=O)(O)[O-].[Na+].C([O-])(=O)C>[S:1]1[CH:5]=[N:4][N:3]=[C:2]1[S:6][CH2:7][C:8]1[CH2:9][S:10][C@@H:11]2[CH:18]([NH:19][C:20](=[O:37])[CH:21]([OH:36])[C:22]3[N:23]=[C:24]([NH2:27])[S:25][CH:26]=3)[C:17](=[O:38])[N:12]2[C:13]=1[C:14]([OH:16])=[O:15] |f:3.4|. Procedure: A mixture of 3-(1,3,4-thiadiazol-2-yl)thiomethyl-7-[2-hydroxy-2-(2-tert-pentyloxycarbonylamino-1,3-thiazol-4-yl)acetamido]-3-cephem-4-carboxylic acid, which can be represented as 3-(1,3,4-thiadiazol-2-yl)thiomethyl-7-[2-hydroxy-2-(2-tert-pentyloxycarbonylimino-2,3-dihydro-1,3-thiazol-4-yl)acetamido]-3-cephem-4-carboxylic acid, (2.1 g.) and 98 to 100% formic acid (40 ml.) was stirred for 2.5 hours at room temperature. After the reaction, the reaction mixture was concentrated under reduced pressur... Yields the product BrC1=CC=2N=C(NC(C2S1)=O)C1(N(CCC1)C(=O)OC(C)(C)C)C (tert-butyl 2-(6-bromo-4-oxo-3,4-dihydrothieno[3,2-d]pyrimidin-2-yl)-2-methylpyrrolidine-1-carboxylate). Run in CCCCCC.C(C)O (hexane ethanol). Reactants: BrC1=CC=2N=C(NC(C2S1)=O)[C@]1(N(CCC1)C(=O)OC(C)(C)C)C (tert-butyl (2S)-2-(6-bromo-4-oxo-3,4-dihydrothieno[3,2-d]pyrimidin-2-yl)-2-methylpyrrolidine-1-carboxylate). Procedure details: tert-Butyl 2-(6-bromo-4-oxo-3,4-dihydrothieno[3,2-d]pyrimidin-2-yl)-2-methylpyrrolidine-1-carboxylate (180 mg) was fractionated by high performance liquid chromatography (column: CHIRALPAK AD (50 mm i.d.×500 mm L, manufactured by DAICEL CHEMICAL INDUSTRIES, LTD.), mobile phase: hexane/ethanol (900/100), flow rate: 80 mL/min, column temperature: 30° C.). Under the above-mentioned high performance liquid chromatography conditions, the fraction solution containing an optically active form having a ... As a reaction SMILES: [Br:1][C:2]1[S:10][C:9]2[C:8](=[O:11])[NH:7][C:6]([C@:12]3([CH3:24])[CH2:16][CH2:15][CH2:14][N:13]3[C:17]([O:19][C:20]([CH3:23])([CH3:22])[CH3:21])=[O:18])=[N:5][C:4]=2[CH:3]=1>CCCCCC.C(O)C>[Br:1][C:2]1[S:10][C:9]2[C:8](=[O:11])[NH:7][C:6]([C:12]3([CH3:24])[CH2:16][CH2:15][CH2:14][N:13]3[C:17]([O:19][C:20]([CH3:23])([CH3:22])[CH3:21])=[O:18])=[N:5][C:4]=2[CH:3]=1 |f:1.2|. The reactants are ClC1=CC=C(C=C1)C1(OCCO1)C1=CC=C(C=C1)[N+](=O)[O-] (2-(4-Chlorophenyl)-2-(4-nitrophenyl)-1,3-dioxolane), IC=1C=C(C=CC1)CC#N ((3-iodophenyl)acetonitrile), [OH-].[Na+] (sodium hydroxide). Run in CO (methanol), CO (MeOH). The product is ClC1=CC=C(C=C1)C1(OCCO1)C1=CC=2C(=NOC2C2=CC(=CC=C2)I)C=C1 (5-[2-(4-Chloro-phenyl)-[1,3]dioxolan-2-yl]-3-(3-iodo-phenyl)-benzo[c]isoxazole). The yield is 81.9%. Reaction SMILES: [Cl:1][C:2]1[CH:7]=[CH:6][C:5]([C:8]2([C:13]3[CH:18]=[CH:17][C:16]([N+:19]([O-:21])=O)=[CH:15][CH:14]=3)[O:12][CH2:11][CH2:10][O:9]2)=[CH:4][CH:3]=1.[I:22][C:23]1[CH:24]=[C:25]([CH2:29]C#N)[CH:26]=[CH:27][CH:28]=1.[OH-].[Na+]>CO>[Cl:1][C:2]1[CH:3]=[CH:4][C:5]([C:8]2([C:13]3[CH:14]=[CH:15][C:16]4=[N:19][O:21][C:29]([C:25]5[CH:26]=[CH:27][CH:28]=[C:23]([I:22])[CH:24]=5)=[C:17]4[CH:18]=3)[O:9][CH2:10][CH2:11][O:12]2)=[CH:6][CH:7]=1 |f:2.3|. Procedure details: 2-(4-Chlorophenyl)-2-(4-nitrophenyl)-1,3-dioxolane (38.7 g, 127 mMol) was suspended in 190 mL of methanol (MeOH) under an atmosphere of dry N2. To this solution was added (3-iodophenyl)acetonitrile (46.3 g, 190 mMol) and 25.4 g (625 mMol) of sodium hydroxide (NaOH). The solution was then heated to reflux and reacted at this temperature for 2 hours. The reaction mixture was cooled to ambient temperature and the MeOH was removed under vacuum. The resulting red oil was partitioned between dichlorom... Reactants: O.O.P(=O)(O)(O)[O-].[Na+] (sodium dihydrogen phosphate dihydrate), CC(C)=CC (2-methyl-2-butene), Cl(=O)[O-].[Na+] (sodium chlorite), CC(C)=CC (2-methyl-2-butene), Cl(=O)[O-].[Na+] (sodium chlorite), [Cl-].[NH4+] (ammonium chloride), FC(COC1=CC=C(C=O)C=C1)F (4-(2,2-Difluoroethoxy)benzaldehyde). Run in O (water), C(C)(C)(C)O (tert-butanol). Reaction conditions: time 4 hour. Product: FC(COC1=CC=C(C(=O)O)C=C1)F (4-(2,2-Difluoroethoxy)benzoic acid). The yield is 100.0%. As a reaction SMILES: [F:1][CH:2]([F:13])[CH2:3][O:4][C:5]1[CH:12]=[CH:11][C:8]([CH:9]=[O:10])=[CH:7][CH:6]=1.O.O.P([O-])(O)(O)=[O:17].[Na+].CC(=CC)C.Cl([O-])=O.[Na+].[Cl-].[NH4+]>C(O)(C)(C)C.O>[F:1][CH:2]([F:13])[CH2:3][O:4][C:5]1[CH:12]=[CH:11][C:8]([C:9]([OH:17])=[O:10])=[CH:7][CH:6]=1 |f:1.2.3.4,6.7,8.9|. Procedure details: 4-(2,2-Difluoroethoxy)benzaldehyde (2.50 g, 13.4 mmol) prepared in Example 13 (13a) was dissolved in a solution mixture of tert-butanol:water (28 mL, 22:6, V/V). Then, to the resulting mixture were added sodium dihydrogen phosphate dihydrate (2.10 g, 13.4 mmol), 2-methyl-2-butene (6.26 mL, 59.1 mmol), and sodium chlorite (4.25 g, 37.6 mmol). The mixture was stirred at room temperature for 4 hours, and then 2-methyl-2-butene (2.85 mL, 26.9 mmol) and sodium chlorite (1.52 g, 13.4 mmol) were furthe...